This data is from the Open Reaction Database (ORD), a public repository of structured organic reaction records. The task is: describe an organic reaction: reactants, conditions, products, and yield The reactants are NC1=CC(=C(C(=O)NC2CN3CCC2CC3)C=C1Cl)O (4-Amino-N-(1-azabicyclo[2.2.2]oct-3-yl)-5-chloro-2-hydroxybenzamide), [H-].[Na+] (sodium hydride), ClCC(C)=O (chloroacetone). Solvent: CN(C)C=O (DMF). Reaction conditions: time 5 hour. The product is NC1=CC(=C(C(=O)NC2CN3CCC2CC3)C=C1Cl)OCC(C)=O (4-Amino-N-(1-azabicyclo[2.2.2]oct-3-yl)-5-chloro-2-(2-propanon-1-yl)oxybenzamide). As a reaction SMILES: [NH2:1][C:2]1[C:18]([Cl:19])=[CH:17][C:5]([C:6]([NH:8][CH:9]2[CH:14]3[CH2:15][CH2:16][N:11]([CH2:12][CH2:13]3)[CH2:10]2)=[O:7])=[C:4]([OH:20])[CH:3]=1.[H-].[Na+].Cl[CH2:24][C:25](=[O:27])[CH3:26]>CN(C=O)C>[NH2:1][C:2]1[C:18]([Cl:19])=[CH:17][C:5]([C:6]([NH:8][CH:9]2[CH:14]3[CH2:13][CH2:12][N:11]([CH2:16][CH2:15]3)[CH2:10]2)=[O:7])=[C:4]([O:20][CH2:24][C:25](=[O:27])[CH3:26])[CH:3]=1 |f:1.2|. Procedure: When the starting benzamide intermediate from Example 74 is first reacted with one equivalent of sodium hydride in DMF and then to this is added on equivalent of chloroacetone and the mixture stirred for 5 h followed by heating to 50° for 30 min and workup, the title compound is isolated. The reactants are ON1N=NC2=C1C=CC=C2 (1-hydroxybenzotriazole), Cl.CN(CCCN=C=NCC)C (1-(3-dimethylaminopropyl)-3-ethyl carbodiimide hydrochloride), C(C)(=O)N[C@@H](CC1=CC=C(C=C1)O)C(=O)N[C@@H](C(C)C)C(=O)O (N-Acetyl-tyrosinyl-valine), N1C(C(=O)NC2CC(OC2OCC2=CC=CC=C2)=O)CCCC1 (N-Pipecolyl-4-amino-5-benzyloxy-2-oxotetrahydrofuran). The solvent is ClCCl (dichloromethane), CN(C=O)C (dimethylformamide), C(C)(=O)OCC (ethyl acetate). Reaction conditions: time 18 hour. Yields the product C(C)(=O)N[C@@H](CC1=CC=C(C=C1)O)C(=O)N[C@@H](C(C)C)C(=O)N1C(C(=O)NC2CC(OC2OCC2=CC=CC=C2)=O)CCCC1 (N—(N-Acetyl-tyrosinyl-valinyl-pipecolyl)-4-amino-5-benzyloxy-2-oxotetrahydrofuran). Yield: 45.7%. As a reaction SMILES: [C:1]([NH:4][C@H:5]([C:14]([NH:16][C@H:17]([C:21]([OH:23])=O)[CH:18]([CH3:20])[CH3:19])=[O:15])[CH2:6][C:7]1[CH:12]=[CH:11][C:10]([OH:13])=[CH:9][CH:8]=1)(=[O:3])[CH3:2].[NH:24]1[CH2:46][CH2:45][CH2:44][CH2:43][CH:25]1[C:26]([NH:28][CH:29]1[CH:33]([O:34][CH2:35][C:36]2[CH:41]=[CH:40][CH:39]=[CH:38][CH:37]=2)[O:32][C:31](=[O:42])[CH2:30]1)=[O:27].ON1C2C=CC=CC=2N=N1.Cl.CN(C)CCCN=C=NCC>CN(C)C=O.C(OCC)(=O)C.ClCCl>[C:1]([NH:4][C@H:5]([C:14]([NH:16][C@H:17]([C:21]([N:24]1[CH2:46][CH2:45][CH2:44][CH2:43][CH:25]1[C:26]([NH:28][CH:29]1[CH:33]([O:34][CH2:35][C:36]2[CH:37]=[CH:38][CH:39]=[CH:40][CH:41]=2)[O:32][C:31](=[O:42])[CH2:30]1)=[O:27])=[O:23])[CH:18]([CH3:19])[CH3:20])=[O:15])[CH2:6][C:7]1[CH:8]=[CH:9][C:10]([OH:13])=[CH:11][CH:12]=1)(=[O:3])[CH3:2] |f:3.4|. Procedure: N-Acetyl-tyrosinyl-valine (464 mg, 1.44 mmol) and N-Pipecolyl-4-amino-5-benzyloxy-2-oxotetrahydrofuran (412 mg, 1.3 mmol) were dissolved in 5 ml each of dimethylformamide and dichloromethane and cooled to 0° C. To the cooled solution was added 1-hydroxybenzotriazole (HOBT; 210 mg, 1.56 mmol) followed by the addition of 1-(3-dimethylaminopropyl)-3-ethyl carbodiimide hydrochloride (EDC; 326 mg, 1.7 mmol). After stirring for 18 hours, the mixture was diluted with ethyl acetate and washed with water... Reactants: C(C1=CC=CC=C1)N1CC2N(CCOC2C1)C (8-benzyl-5-methyl-2-oxa-5,8-diazabicyclo[4.3.0]nonane), Cl (hydrochloric acid). The reagents and catalysts are [Pd] (palladium). The solvent is CO (methanol). The product is Cl.Cl.CN1CCOC2CNCC12 (5-Methyl-2-oxa-5,8-diazabicyclo[4.3.0]nonane dihydrochloride). Reaction SMILES: C([N:8]1[CH2:16][CH:15]2[CH:10]([N:11]([CH3:17])[CH2:12][CH2:13][O:14]2)[CH2:9]1)C1C=CC=CC=1.[ClH:18]>CO.[Pd]>[ClH:18].[ClH:18].[CH3:17][N:11]1[CH:10]2[CH:15]([CH2:16][NH:8][CH2:9]2)[O:14][CH2:13][CH2:12]1 |f:4.5.6|. Reported procedure: A solution of 9.4 g (40 mmol) of 8-benzyl-5-methyl-2-oxa-5,8-diazabicyclo[4.3.0]nonane in 150 ml of methanol and 7.4 ml of concentrated hydrochloric acid is hydrogenated on 3 g of palladium-on-active charcoal (10% of Pd) at 80° C. under 100 bar. The catalyst is filtered off with suction and the filtrate is concentrated. The residue is triturated with butanol/acetone 1:1 and the crystals are filtered off with suction and dried over P4O10 in a desiccator. The product is very hygroscopic. Starting materials: [N+](=O)([O-])C1=C(C=CC=C1)O (2-nitrophenol), COC(C(CCCBr)(C)C)=O (methyl-5-bromo-2,2-dimethylpentanoate), C([O-])([O-])=O.[K+].[K+] (potassium carbonate). The solvent is C(C)#N (acetonitrile). The product is CC(C(=O)OC)(CCCOC1=CC(=CC=C1)[N+](=O)[O-])C (2,2-dimethyl-5-(3-nitrophenoxy)pentanoic acid, methyl ester). Isolated yield 94.0%. Reaction SMILES: [N+:1]([C:4]1[CH:9]=[CH:8][CH:7]=[CH:6][C:5]=1O)([O-:3])=[O:2].[CH3:11][O:12][C:13](=[O:21])[C:14]([CH3:20])([CH3:19])[CH2:15][CH2:16][CH2:17]Br.C(=O)([O-])[O-:23].[K+].[K+]>C(#N)C>[CH3:19][C:14]([CH3:20])([CH2:15][CH2:16][CH2:17][O:23][C:6]1[CH:7]=[CH:8][CH:9]=[C:4]([N+:1]([O-:3])=[O:2])[CH:5]=1)[C:13]([O:12][CH3:11])=[O:21] |f:2.3.4|. Procedure details: A mixture of 27.8 g (200 mmol) of 2-nitrophenol, 44.6 g (200 mmol) of methyl-5-bromo-2,2-dimethylpentanoate (Journal of Medicinal Chemistry, Vol. 26, pp 1020-1027 (1983)) and 30.5 g (220 mmol) of anhydrous potassium carbonate in 300 ml of acetonitrile is stirred at reflux for 18 hours. The inorganic salts are removed, washed with acetonitrile and the filtrate is concentrated on a rotary evaporator. The residue is taken up in diethyl ether and the solution washed with 2N potassium hydroxide (3×50... Reactants: C1(=CC=CC=C1)/C=C/CN1CCN(CC1)C1C2=C(CCC3=NC=CC=C31)C=CC(=C2)O[Si](C)(C)C(C)(C)C (5-[4-{(E)-3-phenylallyl}piperazin-1-yl]-7-tert-butyldimethylsilyloxy-10,11-dihydro-5H-benzo[4,5]cyclohepta[1,2-b]pyridine), Cl (hydrochloric acid), [OH-].[Na+] (sodium hydroxide). The solvent is C(C)O (ethanol). Reaction conditions: time 12 hour. The product is C1(=CC=CC=C1)/C=C/CN1CCN(CC1)C1C2=C(CCC3=NC=CC=C31)C=CC(=C2)O (5-[4-{(E)-3-phenylallyl}piperazin-1-yl]-7-hydroxy-10,11-dihydro-5H-benzo[4,5]cyclohepta[1,2-b]pyridine). The yield is 73.0%. Reaction SMILES: [C:1]1(/[CH:7]=[CH:8]/[CH2:9][N:10]2[CH2:15][CH2:14][N:13]([CH:16]3[C:26]4[C:21](=[N:22][CH:23]=[CH:24][CH:25]=4)[CH2:20][CH2:19][C:18]4[CH:27]=[CH:28][C:29]([O:31][Si](C(C)(C)C)(C)C)=[CH:30][C:17]3=4)[CH2:12][CH2:11]2)[CH:6]=[CH:5][CH:4]=[CH:3][CH:2]=1.Cl.[OH-].[Na+]>C(O)C>[C:1]1(/[CH:7]=[CH:8]/[CH2:9][N:10]2[CH2:15][CH2:14][N:13]([CH:16]3[C:26]4[C:21](=[N:22][CH:23]=[CH:24][CH:25]=4)[CH2:20][CH2:19][C:18]4[CH:27]=[CH:28][C:29]([OH:31])=[CH:30][C:17]3=4)[CH2:12][CH2:11]2)[CH:6]=[CH:5][CH:4]=[CH:3][CH:2]=1 |f:2.3|. Procedure: In 20 ml of ethanol was dissolved 1.05 g of 5-[4-{(E)-3-phenylallyl}piperazin-1-yl]-7-tert-butyldimethylsilyloxy-10,11-dihydro-5H-benzo[4,5]cyclohepta[1,2-b]pyridine. The solution was adjusted to pH 0.5 with 6 N hydrochloric acid and then stirred for 12 hours at room temperature. The reaction mixture was adjusted to pH 8.0 with a 10% aqueous sodium hydroxide solution. The solvent was removed by distillation under reduced pressure. To the residue were added 20 ml of water and 20 ml of ethyl aceta... The reactants are [C@@H]1([C@@H](O)[C@@H](O)[C@H](O1)CO)N1C(=O)NC(=O)CC1 (1-β-D-lyxofuranosyl-dihydrouracil), [BH4-].[Na+] (sodium borohydride). Product: OC1NC(N(CC1)[C@H]1[C@@H](O)[C@@H](O)[C@H](O1)CO)=O (4-hydroxy-1-β-D-lyxofuranosyl-tetrahydro-2(1H)-pyrimidinone). As a reaction SMILES: [C@@H:1]1([N:10]2[CH2:17][CH2:16][C:14](=[O:15])[NH:13][C:11]2=[O:12])[O:7][C@H:6]([CH2:8][OH:9])[C@H:4]([OH:5])[C@@H:2]1[OH:3].[BH4-].[Na+]>>[OH:15][CH:14]1[CH2:16][CH2:17][N:10]([C@@H:1]2[O:7][C@H:6]([CH2:8][OH:9])[C@H:4]([OH:5])[C@@H:2]2[OH:3])[C:11](=[O:12])[NH:13]1 |f:1.2|. Procedure details: In the manner given in Example 2C 1-β-D-lyxofuranosyl-dihydrouracil was reduced with sodium borohydride to give 4-hydroxy-1-β-D-lyxofuranosyl-tetrahydro-2(1H)-pyrimidinone. Reactants: CCN(CC)CCNC(=O)c1c[nH]c(C=O)c1C, C1CCNCC1, CCO, O=C1Cc2c(cccc2-c2cccc(F)c2)N1. Product: CCN(CC)CCNC(=O)c1c[nH]c(C=C2C(=O)Nc3cccc(-c4cccc(F)c4)c32)c1C. As a reaction SMILES: [CH2:18]([CH3:19])[N:20]([CH2:21][CH2:22][NH:23][C:24](=[O:25])[c:26]1[cH:27][nH:28][c:29]([CH:32]=[O:33])[c:30]1[CH3:31])[CH2:34][CH3:35].[CH2:36]1[CH2:37][CH2:38][NH:39][CH2:40][CH2:41]1.[CH3:42][CH2:43][OH:44].[F:1][c:2]1[cH:3][c:4](-[c:8]2[c:9]3[c:13]([cH:14][cH:15][cH:16]2)[NH:12][C:11](=[O:17])[CH2:10]3)[cH:5][cH:6][cH:7]1>>[F:1][c:2]1[cH:3][c:4](-[c:8]2[c:9]3[c:13]([cH:14][cH:15][cH:16]2)[NH:12][C:11](=[O:17])[C:10]3=[CH:32][c:29]2[nH:28][cH:27][c:26]([C:24]([NH:23][CH2:22][CH2:21][N:20]([CH2:18][CH3:19])[CH2:34][CH3:35])=[O:25])[c:30]2[CH3:31])[cH:5][cH:6][cH:7]1. The reactants are BrC1=NC(=CC=C1)Br (2,6-dibromopyridine), resultant mixture, suspension, [H-].[Na+] (sodium hydride), OCCOC1=CC=C(C=O)C=C1 (4-(2-hydroxyethoxy)benzaldehyde), ice water. The reagents and catalysts are [I-].C(CCC)[N+](CCCC)(CCCC)CCCC (tetrabutylammonium iodide). Run in CN(C)C=O (DMF). Conditions: time 30 minute. Yields the product BrC1=CC=CC(=N1)OCCOC1=CC=C(C=O)C=C1 (4-{2-[(6-bromo-2-pyridinyl)oxy]ethoxy}benzaldehyde). The yield is 77.4%. RXN SMILES: [H-].[Na+].[OH:3][CH2:4][CH2:5][O:6][C:7]1[CH:14]=[CH:13][C:10]([CH:11]=[O:12])=[CH:9][CH:8]=1.[Br:15][C:16]1[CH:21]=[CH:20][CH:19]=[C:18](Br)[N:17]=1>CN(C=O)C.[I-].C([N+](CCCC)(CCCC)CCCC)CCC>[Br:15][C:16]1[N:17]=[C:18]([O:3][CH2:4][CH2:5][O:6][C:7]2[CH:14]=[CH:13][C:10]([CH:11]=[O:12])=[CH:9][CH:8]=2)[CH:19]=[CH:20][CH:21]=1 |f:0.1,5.6|. Procedure: To a 60% suspension of sodium hydride (0.22 g) in DMF (30 mL), 4-(2-hydroxyethoxy)benzaldehyde (1.00 g) was added at 0° C., and the suspension was stirred for 30 minutes. Subsequently, 2,6-dibromopyridine (2.14 g) and tetrabutylammonium iodide (0.022 g) were sequentially added to the mixture at 0° C., and the resultant mixture was stirred at room temperature for two hours. After completion of reaction, the reaction mixture was poured into an ice-water mixture, and the thus-formed organic matter ... Reactants: Cl (HCl), methyl ester, NCC1=CC=C(C=C1)CCC(=O)O (3-(4-aminomethylphenyl)propionic acid), [N+](=O)(O)[O-].C(N)(=N)N1N=C(C=C1C)C (1-amidino-3,5-dimethylpyrazole nitrate), C(C)(C)N(C(C)C)CC (N,N-diisopropylethylamine). Run in O1CCCC1 (tetrahydrofuran). Run at time 30 minute. Yields the product N(C(=N)N)C1=CC=C(C=C1)CCC(=O)O (3-(4-guanidinophenyl)propionic acid). Yield: 67.4%. RXN SMILES: NC[C:3]1[CH:8]=[CH:7][C:6]([CH2:9][CH2:10][C:11]([OH:13])=[O:12])=[CH:5][CH:4]=1.[N+]([O-])(O)=O.[C:18]([N:21]1C(C)=CC(C)=N1)(=[NH:20])[NH2:19].C(N(CC)C(C)C)(C)C.Cl>O1CCCC1>[NH:20]([C:3]1[CH:4]=[CH:5][C:6]([CH2:9][CH2:10][C:11]([OH:13])=[O:12])=[CH:7][CH:8]=1)[C:18]([NH2:21])=[NH:19] |f:1.2|. Procedure details: 3.70 g (19.14 mmol) of the oily methyl ester of 3-(4-aminomethylphenyl)propionic acid was dissolved in 150 ml of tetrahydrofuran. To the solution were added 5.80 g (28.71 mmol) of 1-amidino-3,5-dimethylpyrazole nitrate and 4.70 g (36.37 mmol) of N,N-diisopropylethylamine, and the mixture was heated overnight under reflux. The reaction mixture was concentrated under vacuum to give an oil. This oil was reacted with 70 ml of 5% HCl for 3 hours under reflux. The reaction mixture was passed through a... Starting materials: C(C)(C)OC1=CC=C(OC=2SC(=CN2)C2=CC=C(C=C2)C(C)N2C(C3=CC=CC=C3C2=O)=O)C=C1 (2-(1-{4-[2-(4-isopropoxyphenoxy)-1,3-thiazol-5-yl]phenyl}ethyl)-1H-isoindole-1,3(2H)-dione), O.NN (hydrazine monohydrate). The solvent is C(Cl)Cl (methylene chloride), C(C)O (ethanol). Yields the product C(C)(C)OC1=CC=C(OC=2SC(=CN2)C2=CC=C(C=C2)C(C)N)C=C1 (1-{4-[2-(4-isopropoxyphenoxy)-1,3-thiazol-5-yl]phenyl}ethanamine). Isolated yield 99.8%. As a reaction SMILES: [CH:1]([O:4][C:5]1[CH:35]=[CH:34][C:8]([O:9][C:10]2[S:11][C:12]([C:15]3[CH:20]=[CH:19][C:18]([CH:21]([N:23]4C(=O)C5C(=CC=CC=5)C4=O)[CH3:22])=[CH:17][CH:16]=3)=[CH:13][N:14]=2)=[CH:7][CH:6]=1)([CH3:3])[CH3:2].O.NN>C(Cl)Cl.C(O)C>[CH:1]([O:4][C:5]1[CH:35]=[CH:34][C:8]([O:9][C:10]2[S:11][C:12]([C:15]3[CH:20]=[CH:19][C:18]([CH:21]([NH2:23])[CH3:22])=[CH:17][CH:16]=3)=[CH:13][N:14]=2)=[CH:7][CH:6]=1)([CH3:2])[CH3:3] |f:1.2|. Procedure details: To a solution of Example 1E (0.65 g, 0.0013 mol) in a mixture of methylene chloride (20 mL) and ethanol (2 mL) was added hydrazine monohydrate (0.66 g, 0.013 mol) and the mixture was refluxed under nitrogen for 2 hours. The white suspension was cooled to room temperature, concentrated, dissolved in methylene chloride, and filtered. The filtrate was concentrated to give 0.46 g of the title compound, which was used without further purification. 1H NMR (300 MHz, CDCl3) δ ppm 1.35 (d, J=5.88 Hz, 6 H...